This data is from the Open Reaction Database (ORD), a public repository of structured organic reaction records. The task is: describe an organic reaction: reactants, conditions, products, and yield Starting materials: Cc1cc(C)[nH]n1, Clc1cncc(Cl)n1. The product is Cc1cc(C)n(-c2cncc(Cl)n2)n1. RXN SMILES: [CH3:9][c:10]1[n:11][nH:12][c:13]([CH3:15])[cH:14]1.[Cl:1][c:2]1[n:3][c:4]([Cl:8])[cH:5][n:6][cH:7]1>>[c:2]1(-[n:11]2[c:10]([CH3:9])[cH:14][c:13]([CH3:15])[n:12]2)[n:3][c:4]([Cl:8])[cH:5][n:6][cH:7]1. Starting materials: CN1CCNCC1, [Cl-], [Cl-], [Na+], O=C(O)c1cc(-c2ccccc2)c(=O)n2ccc3ccsc3c12, C1COCCO1, O, O=S(Cl)Cl. Yields the product CN1CCN(C(=O)c2cc(-c3ccccc3)c(=O)n3ccc4ccsc4c23)CC1. Reaction SMILES: [CH3:29][N:30]1[CH2:31][CH2:32][NH:33][CH2:34][CH2:35]1.[Cl-:24].[Cl-:37].[Na+:36].[O:1]=[c:2]1[n:3]2[cH:4][cH:5][c:6]3[c:7]([c:8]2[c:9]([C:18](=[O:19])[OH:20])[cH:10][c:11]1-[c:12]1[cH:13][cH:14][cH:15][cH:16][cH:17]1)[s:21][cH:22][cH:23]3.[O:38]1[CH2:39][CH2:40][O:41][CH2:42][CH2:43]1.[OH2:44].[S:25]([Cl:26])([Cl:27])=[O:28]>>[O:1]=[c:2]1[n:3]2[cH:4][cH:5][c:6]3[c:7]([c:8]2[c:9]([C:18](=[O:20])[N:33]2[CH2:32][CH2:31][N:30]([CH3:29])[CH2:35][CH2:34]2)[cH:10][c:11]1-[c:12]1[cH:13][cH:14][cH:15][cH:16][cH:17]1)[s:21][cH:22][cH:23]3. Starting materials: CC(C)(C)C(C(=O)OC)N (L-(+)-Methyl-tert-leucinate hydrochloride), C(C)N(C(C)C)C(C)C (N-ethyl-diisopropylamine), C12C(C3CC(CC(C1)C3)C2)N=C=O (2-adamantyl isocyanate). The solvent is CN(C)C=O (DMF). Conditions: time 30 minute. Product: COC([C@H](C(C)(C)C)NC(=O)NC1C2CC3CC(CC1C3)C2)=O ((S)-2-(3-adamantan-2-yl-ureido)-3,3-dimethyl-butyric acid methyl ester). Isolated yield 91.7%. RXN SMILES: [CH3:1][C:2]([CH:5]([NH2:10])[C:6]([O:8][CH3:9])=[O:7])([CH3:4])[CH3:3].C(N(C(C)C)C(C)C)C.[CH:20]12[CH2:29][CH:24]3[CH2:25][CH:26]([CH2:28][CH:22]([CH2:23]3)[CH:21]1[N:30]=[C:31]=[O:32])[CH2:27]2>CN(C=O)C>[CH3:9][O:8][C:6](=[O:7])[C@@H:5]([NH:10][C:31]([NH:30][CH:21]1[CH:20]2[CH2:29][CH:24]3[CH2:25][CH:26]([CH2:28][CH:22]1[CH2:23]3)[CH2:27]2)=[O:32])[C:2]([CH3:4])([CH3:3])[CH3:1]. Procedure details: L-(+)-Methyl-tert-leucinate hydrochloride (564 mg) was dissolved in abs. DMF and then N-ethyl-diisopropylamine (0.68 mL) was added drop by drop. The mixture was allowed to stir for 30 minutes at RT and then 2-adamantyl isocyanate (500 mg) was added in one portion. Stirring was continued over night at RT. The reaction mixture was evaporated to dryness and residual DMF was removed by co-evaporation with toluene. The residue was purified by flash chromatography using 5% methanol in DCM as an eluent... Reported procedure: 80 mg (0.34 mmol) 7-chloro-2-(tetrahydrofuran-3-yl)-1H-benzo[d]imidazol-5-ol and 51 mg (0.34 mmol) 4,6-dichloropyrimidine were placed in 2.0 mL DMF. 55 mg (0.40 mmol) potassium carbonate were added and the mixture was stirred overnight at RT. The reaction mixture was filtered and purified by chromatography. The fractions containing product were combined and evaporated down i.vac. Reactants: ClC1=CC(=CC2=C1NC(=N2)C2COCC2)O (7-chloro-2-(tetrahydrofuran-3-yl)-1H-benzo[d]imidazol-5-ol), ClC1=NC=NC(=C1)Cl (4,6-dichloropyrimidine), C([O-])([O-])=O.[K+].[K+] (potassium carbonate). Conditions: time 8 hour. RXN SMILES: [Cl:1][C:2]1[C:7]2[NH:8][C:9]([CH:11]3[CH2:15][CH2:14][O:13][CH2:12]3)=[N:10][C:6]=2[CH:5]=[C:4]([OH:16])[CH:3]=1.[Cl:17][C:18]1[CH:23]=[C:22](Cl)[N:21]=[CH:20][N:19]=1.C(=O)([O-])[O-].[K+].[K+]>CN(C=O)C>[Cl:1][C:2]1[C:7]2[NH:8][C:9]([CH:11]3[CH2:15][CH2:14][O:13][CH2:12]3)=[N:10][C:6]=2[CH:5]=[C:4]([O:16][C:22]2[CH:23]=[C:18]([Cl:17])[N:19]=[CH:20][N:21]=2)[CH:3]=1 |f:2.3.4|. The solvent is CN(C)C=O (DMF). Yields the product ClC1=CC(=CC2=C1NC(=N2)C2COCC2)OC2=NC=NC(=C2)Cl (7-chloro-5-(6-chloropyrimidin-4-yloxy)-2-(tetrahydrofuran-3-yl)-1H-benzo[d]-imidazole). The reactants are ClCCl, COc1cc(O)c2c(=O)n(COC(=O)C(C)(C)C)cnc2c1, CN1CCC(O)CC1, c1ccc(P(c2ccccc2)c2ccccc2)cc1. Product: COc1cc(OC2CCN(C)CC2)c2c(=O)n(COC(=O)C(C)(C)C)cnc2c1. RXN SMILES: [CH2:50]([Cl:51])[Cl:52].[OH:1][c:2]1[c:3]2[c:4](=[O:22])[n:5]([CH2:14][O:15][C:16]([C:17]([CH3:18])([CH3:19])[CH3:20])=[O:21])[cH:6][n:7][c:8]2[cH:9][c:10]([O:12][CH3:13])[cH:11]1.[OH:42][CH:43]1[CH2:44][CH2:45][N:46]([CH3:49])[CH2:47][CH2:48]1.[c:23]1([P:24]([c:25]2[cH:26][cH:27][cH:28][cH:29][cH:30]2)[c:31]2[cH:32][cH:33][cH:34][cH:35][cH:36]2)[cH:37][cH:38][cH:39][cH:40][cH:41]1>>[O:1]([c:2]1[c:3]2[c:4](=[O:22])[n:5]([CH2:14][O:15][C:16]([C:17]([CH3:18])([CH3:19])[CH3:20])=[O:21])[cH:6][n:7][c:8]2[cH:9][c:10]([O:12][CH3:13])[cH:11]1)[CH:43]1[CH2:44][CH2:45][N:46]([CH3:49])[CH2:47][CH2:48]1. The reactants are CCS, [Li]CCCC, COCCOC, O=C(Cl)C(=O)Cl, ClCCl, [Na+], O=C([O-])O, O=C(O)CC1CCC(NC(=O)c2ccnc3ccccc23)CC1. Yields the product CCSC(=O)CC1CCC(NC(=O)c2ccnc3ccccc23)CC1. As a reaction SMILES: [CH2:30]([CH3:31])[SH:32].[CH2:33]([Li:34])[CH2:35][CH2:36][CH3:37].[CH2:46]([CH2:47][O:48][CH3:49])[O:50][CH3:51].[Cl:24][C:25]([C:26]([Cl:27])=[O:28])=[O:29].[Cl:43][CH2:44][Cl:45].[Na+:42].[O-:38][C:39]([OH:40])=[O:41].[n:1]1[cH:2][cH:3][c:4]([C:11](=[O:12])[NH:13][CH:14]2[CH2:15][CH2:16][CH:17]([CH2:20][C:21](=[O:22])[OH:23])[CH2:18][CH2:19]2)[c:5]2[cH:6][cH:7][cH:8][cH:9][c:10]12>>[n:1]1[cH:2][cH:3][c:4]([C:11](=[O:12])[NH:13][CH:14]2[CH2:15][CH2:16][CH:17]([CH2:20][C:21](=[O:22])[S:32][CH2:30][CH3:31])[CH2:18][CH2:19]2)[c:5]2[cH:6][cH:7][cH:8][cH:9][c:10]12.